From a dataset of the Open Reaction Database (ORD), a public repository of structured organic reaction records. describe an organic reaction: reactants, conditions, products, and yield Solvent: polyphosphoric acid. Reactants: FC1=CC=C(C=C1)O (para-fluorophenol), C(\C=C\C)(=O)O (crotonic acid), [OH-].[Na+] (sodium hydroxide). RXN SMILES: [F:1][C:2]1[CH:7]=[CH:6][C:5]([OH:8])=[CH:4][CH:3]=1.[C:9](O)(=[O:13])/[CH:10]=[CH:11]/[CH3:12].[OH-].[Na+]>>[F:1][C:2]1[CH:7]=[C:6]2[C:5](=[CH:4][CH:3]=1)[O:8][CH:11]([CH3:12])[CH2:10][C:9]2=[O:13] |f:2.3|. Procedure: 11.2 G (0.1 mol) of para-fluorophenol and 17.2 g (0.2 mol) of crotonic acid were dissolved in 100 ml of polyphosphoric acid, and the solution was reacted with vigorously stirring at 120° C. for 8 hours. After cooling, the reaction solution was poured into 450 ml of iced 2N-sodium hydroxide solution, and the mixture was extracted with 500 ml of chloroform. The chloroform layer was washed with 2N-sodium hydroxide solution and with water, followed by drying over magnesium sulfate. The solvent was d... Product: FC=1C=C2C(CC(OC2=CC1)C)=O (6-fluoro-2-methyl-4-chromanone). Conditions: temperature 120 celsius, time 8 hour. The reactants are ClC(C(=O)O)(Cl)Cl (trichloroacetic acid), Cl (hydrochloric acid), ferric chloride, COC([C@@H](NS(=O)(=O)C1=CC=C(C)C=C1)CCCNC(N)=N)=O (Nα-tosylarginine methyl ester), P(=O)([O-])([O-])[O-] (phosphate), NO (hydroxylamine), NO.Cl (NH2OH hydrochloride), [OH-].[Na+] (NaOH). Conditions: time 30 minute. Product: Cl.COC([C@@H](NS(=O)(=O)C1=CC=C(C)C=C1)CCCNC(N)=N)=O (Nα-tosyl-L-arginine methyl ester hydrochloride). RXN SMILES: [CH3:1][O:2][C:3](=[O:23])[C@H:4]([CH2:16][CH2:17][CH2:18][NH:19][C:20](=[NH:22])[NH2:21])[NH:5][S:6]([C:9]1[CH:15]=[CH:14][C:12]([CH3:13])=[CH:11][CH:10]=1)(=[O:8])=[O:7].P([O-])([O-])([O-])=O.NO.NO.Cl.[OH-].[Na+].[Cl:36]C(Cl)(Cl)C(O)=O.Cl>>[ClH:36].[CH3:1][O:2][C:3](=[O:23])[C@H:4]([CH2:16][CH2:17][CH2:18][NH:19][C:20](=[NH:21])[NH2:22])[NH:5][S:6]([C:9]1[CH:15]=[CH:14][C:12]([CH3:13])=[CH:11][CH:10]=1)(=[O:7])=[O:8] |f:3.4,5.6,9.10|. Reported procedure: To 0.5 ml of urinary kallikrein were added 0.4 ml of Nα-tosylarginine methyl ester solution (10 micromoles/0.4 ml of 5% DMSO) and 0.1 ml of phosphate buffer (pH 7.4). The mixture was subjected to incubation at 37° C. for 30 min, and 1.5 ml of hydroxylamine solution (a mixture of equal amounts of 2 M NH2OH hydrochloride and 3.5 M NaOH) was added thereto, after which the mixture was allowed to stand at room temperature for 15 min. Thereto were added 1 ml of 18% trichloroacetic acid solution, 1 ml ... The reactants are CCO, COc1cccnc1CCl, Cl, Cl, NCCS, [Na]. Product: COc1cccnc1CSCCN. Reaction SMILES: [CH3:18][CH2:19][OH:20].[Cl:8][CH2:9][c:10]1[n:11][cH:12][cH:13][cH:14][c:15]1[O:16][CH3:17].[ClH:2].[ClH:7].[NH2:3][CH2:4][CH2:5][SH:6].[Na:1]>>[NH2:3][CH2:4][CH2:5][S:6][CH2:9][c:10]1[n:11][cH:12][cH:13][cH:14][c:15]1[O:16][CH3:17]. The reactants are COCCN1CCN(c2cc(OC)c(N)cc2C)CC1, CO, O=C(Nc1c(F)cccc1F)c1cccc(-c2nc3ccccn3c2-c2ccnc(Cl)n2)c1, ClCCl, OC(F)(F)CF, N, Cc1ccc(S(=O)(=O)O)cc1. The product is COCCN1CCN(c2cc(OC)c(Nc3nccc(-c4c(-c5cccc(C(=O)Nc6c(F)cccc6F)c5)nc5ccccn45)n3)cc2C)CC1. As a reaction SMILES: [CH3:34][c:35]1[c:36]([N:44]2[CH2:45][CH2:46][N:47]([CH2:50][CH2:51][O:52][CH3:53])[CH2:48][CH2:49]2)[cH:37][c:38]([O:42][CH3:43])[c:39]([NH2:40])[cH:41]1.[CH3:72][OH:73].[Cl:1][c:2]1[n:3][cH:4][cH:5][c:6](-[c:8]2[c:9](-[c:17]3[cH:18][c:19]([C:20](=[O:21])[NH:22][c:23]4[c:24]([F:30])[cH:25][cH:26][cH:27][c:28]4[F:29])[cH:31][cH:32][cH:33]3)[n:10][c:11]3[n:12]2[cH:13][cH:14][cH:15][cH:16]3)[n:7]1.[Cl:74][CH2:75][Cl:76].[F:65][CH2:66][C:67]([F:68])([F:69])[OH:70].[NH3:71].[c:54]1([CH3:55])[cH:56][cH:57][c:58]([S:59]([OH:60])(=[O:61])=[O:62])[cH:63][cH:64]1>>[c:2]1([NH:40][c:39]2[c:38]([O:42][CH3:43])[cH:37][c:36]([N:44]3[CH2:45][CH2:46][N:47]([CH2:50][CH2:51][O:52][CH3:53])[CH2:48][CH2:49]3)[c:35]([CH3:34])[cH:41]2)[n:3][cH:4][cH:5][c:6](-[c:8]2[c:9](-[c:17]3[cH:18][c:19]([C:20](=[O:21])[NH:22][c:23]4[c:24]([F:30])[cH:25][cH:26][cH:27][c:28]4[F:29])[cH:31][cH:32][cH:33]3)[n:10][c:11]3[n:12]2[cH:13][cH:14][cH:15][cH:16]3)[n:7]1.